This data is from the Open Reaction Database (ORD), a public repository of structured organic reaction records. The task is: describe an organic reaction: reactants, conditions, products, and yield The reactants are ClC(Cl)(Cl)Cl, O, O=[N+]([O-])O, c1ccc2ccccc2c1. Yields the product O=[N+]([O-])c1cccc2ccccc12. Reaction SMILES: [Cl:11][C:12]([Cl:13])([Cl:14])[Cl:15].[OH2:20].[OH:16][N+:17]([O-:18])=[O:19].[cH:1]1[cH:2][cH:3][c:4]2[cH:5][cH:6][cH:7][cH:8][c:9]2[cH:10]1>>[cH:1]1[cH:2][cH:3][c:4]2[cH:5][cH:6][cH:7][cH:8][c:9]2[c:10]1[N+:17](=[O:16])[O-:18].